This data is from the Open Reaction Database (ORD), a public repository of structured organic reaction records. The task is: describe an organic reaction: reactants, conditions, products, and yield Reactants: Cl, CC(=O)Nc1ccc(S(N)(=O)=O)c(F)c1, [Na+], [OH-], O. Yields the product Nc1ccc(S(N)(=O)=O)c(F)c1. As a reaction SMILES: [ClH:18].[F:3][c:4]1[cH:5][c:6]([NH:14][C:15](=[O:16])[CH3:17])[cH:7][cH:8][c:9]1[S:10]([NH2:11])(=[O:12])=[O:13].[Na+:2].[OH-:1].[OH2:19]>>[F:3][c:4]1[cH:5][c:6]([NH2:14])[cH:7][cH:8][c:9]1[S:10]([NH2:11])(=[O:12])=[O:13]. Starting materials: CCC(C)(C)O, ClCCl, Cc1cc[n+]([O-])c(Cl)c1, Cl, NCCCO, [Na+], O=C([O-])O. Yields the product Cc1cc[n+]([O-])c(NCCCO)c1. Reaction SMILES: [C:21]([OH:22])([CH2:23][CH3:24])([CH3:25])[CH3:26].[Cl:27][CH2:28][Cl:29].[Cl:2][c:3]1[n+:4]([O-:10])[cH:5][cH:6][c:7]([CH3:9])[cH:8]1.[ClH:1].[NH2:11][CH2:12][CH2:13][CH2:14][OH:15].[Na+:20].[O-:16][C:17]([OH:18])=[O:19]>>[c:3]1([NH:11][CH2:12][CH2:13][CH2:14][OH:15])[n+:4]([O-:10])[cH:5][cH:6][c:7]([CH3:9])[cH:8]1.